The task is: describe an organic reaction: reactants, conditions, products, and yield. This data is from the Open Reaction Database (ORD), a public repository of structured organic reaction records. Reactants: CC(C)COc1ncccc1C(=O)O, O=C(OC(=O)C(F)(F)F)C(F)(F)F, NC(=O)CCC(=O)NI, O=C(O)C(F)(F)F. Yields the product CC(C)COc1ncc(I)cc1C(=O)O. Reaction SMILES: [CH2:23]([CH:24]([CH3:25])[CH3:26])[O:27][c:28]1[c:29]([C:30](=[O:31])[OH:32])[cH:33][cH:34][cH:35][n:36]1.[F:10][C:11]([F:12])([F:13])[C:14]([O:15][C:16](=[O:17])[C:18]([F:19])([F:20])[F:21])=[O:22].[I:1][NH:2][C:3](=[O:4])[CH2:5][CH2:6][C:7]([NH2:8])=[O:9].[OH:37][C:38]([C:39]([F:40])([F:41])[F:42])=[O:43]>>[I:1][c:34]1[cH:33][c:29]([C:30](=[O:31])[OH:32])[c:28]([O:27][CH2:23][CH:24]([CH3:25])[CH3:26])[n:36][cH:35]1. Reactants: C(C)N(CCN1C(N(C2=C1C=C(C=C2C(F)(F)F)C#N)CC2=CC(=CC=C2)C(F)(F)F)=O)CC (3-[2-(diethylamino)ethyl]-2-oxo-7-(trifluoromethyl)-1-[3-(trifluoromethyl)benzyl]-2,3-dihydro-1H-benzimidazole-5-carbonitrile), C([O-])(O)=O.[Na+] (sodium bicarbonate), O (water), [OH-].[K+] (potassium hydroxide). The solvent is C(C)(C)(C)O (t-butanol). Run at temperature 60 celsius. Product: FC(C(=O)O)(F)F.C(C)N(CCN1C(N(C2=C1C=C(C=C2C(F)(F)F)C(=O)N)CC2=CC(=CC=C2)C(F)(F)F)=O)CC (3-[2-(diethylamino)ethyl]-2-oxo-7-(trifluoromethyl)-1-[3-(trifluoromethyl)benzyl]-2,3-dihydro-1H-benzimidazole-5-carboxamide trifluoroacetate). Isolated yield 51.0%. Reaction SMILES: [CH2:1]([N:3]([CH2:33][CH3:34])[CH2:4][CH2:5][N:6]1[C:10]2[CH:11]=[C:12]([C:19]#[N:20])[CH:13]=[C:14]([C:15]([F:18])([F:17])[F:16])[C:9]=2[N:8]([CH2:21][C:22]2[CH:27]=[CH:26][CH:25]=[C:24]([C:28]([F:31])([F:30])[F:29])[CH:23]=2)[C:7]1=[O:32])[CH3:2].[OH-].[K+].[C:37](=[O:40])(O)[O-:38].[Na+].O>C(O)(C)(C)C>[F:16][C:15]([F:18])([F:17])[C:37]([OH:38])=[O:40].[CH2:33]([N:3]([CH2:1][CH3:2])[CH2:4][CH2:5][N:6]1[C:10]2[CH:11]=[C:12]([C:19]([NH2:20])=[O:38])[CH:13]=[C:14]([C:15]([F:18])([F:17])[F:16])[C:9]=2[N:8]([CH2:21][C:22]2[CH:27]=[CH:26][CH:25]=[C:24]([C:28]([F:30])([F:31])[F:29])[CH:23]=2)[C:7]1=[O:32])[CH3:34] |f:1.2,3.4,7.8|. Reported procedure: A solution of 3-[2-(diethylamino)ethyl]-2-oxo-7-(trifluoromethyl)-1-[3-(trifluoromethyl)benzyl]-2,3-dihydro-1H-benzimidazole-5-carbonitrile (226.3 mg) in t-butanol (10 ml) was stirred with heating at 60° C. To the solution was added powdered potassium hydroxide crashed in mortar (652.3 mg), and the mixture was stirred with heating at 60° C. for 2 hours. To the reaction mixture were added saturated aqueous sodium bicarbonate solution and water, and the mixture was extracted with ethyl acetate. Th... Reactants: Brc1cnc(Oc2cccc(C=C3CCNCC3)c2)nc1, CC#N, CCN(C(C)C)C(C)C, O=C(O)C(F)(F)F, O=C(Nc1cccnn1)Oc1ccccc1. Product: O=C(Nc1cccnn1)N1CCC(=Cc2cccc(Oc3ncc(Br)cn3)c2)CC1. As a reaction SMILES: [Br:8][c:9]1[cH:10][n:11][c:12]([O:15][c:16]2[cH:17][c:18]([CH:22]=[C:23]3[CH2:24][CH2:25][NH:26][CH2:27][CH2:28]3)[cH:19][cH:20][cH:21]2)[n:13][cH:14]1.[CH3:54][C:55]#[N:56].[CH:45]([N:46]([CH:47]([CH3:48])[CH3:49])[CH2:50][CH3:51])([CH3:52])[CH3:53].[F:1][C:2]([F:3])([F:4])[C:5]([OH:6])=[O:7].[n:29]1[n:30][c:31]([NH:35][C:36]([O:37][c:39]2[cH:40][cH:41][cH:42][cH:43][cH:44]2)=[O:38])[cH:32][cH:33][cH:34]1>>[Br:8][c:9]1[cH:10][n:11][c:12]([O:15][c:16]2[cH:17][c:18]([CH:22]=[C:23]3[CH2:24][CH2:25][N:26]([C:36]([NH:35][c:31]4[n:30][n:29][cH:34][cH:33][cH:32]4)=[O:37])[CH2:27][CH2:28]3)[cH:19][cH:20][cH:21]2)[n:13][cH:14]1. Reactants: C=CC12CCc3cc(O)ccc3C1C(CCCCCBr)CC1(C)C(O)CCC12, CN. Product: C=CC12CCc3cc(O)ccc3C1C(CCCCCNC)CC1(C)C(O)CCC12. RXN SMILES: [Br:3][CH2:4][CH2:5][CH2:6][CH2:7][CH2:8][CH:9]1[CH:10]2[c:11]3[cH:12][cH:13][c:14]([OH:30])[cH:15][c:16]3[CH2:17][CH2:18][C:19]2([CH:28]=[CH2:29])[CH:20]2[CH2:21][CH2:22][CH:23]([OH:27])[C:24]2([CH3:25])[CH2:26]1.[CH3:1][NH2:2]>>[CH3:1][NH:2][CH2:4][CH2:5][CH2:6][CH2:7][CH2:8][CH:9]1[CH:10]2[c:11]3[cH:12][cH:13][c:14]([OH:30])[cH:15][c:16]3[CH2:17][CH2:18][C:19]2([CH:28]=[CH2:29])[CH:20]2[CH2:21][CH2:22][CH:23]([OH:27])[C:24]2([CH3:25])[CH2:26]1.